Dataset: the Open Reaction Database (ORD), a public repository of structured organic reaction records. Task: describe an organic reaction: reactants, conditions, products, and yield Reactants: O=C(NC1CCN(CCO)CC1)c1ccccc1, O=S(Cl)Cl, c1ccccc1. Product: O=C(NC1CCN(CCCl)CC1)c1ccccc1. RXN SMILES: [OH:1][CH2:2][CH2:3][N:4]1[CH2:5][CH2:6][CH:7]([NH:10][C:11]([c:12]2[cH:13][cH:14][cH:15][cH:16][cH:17]2)=[O:18])[CH2:8][CH2:9]1.[S:19]([Cl:20])([Cl:21])=[O:22].[cH:23]1[cH:24][cH:25][cH:26][cH:27][cH:28]1>>[CH2:2]([CH2:3][N:4]1[CH2:5][CH2:6][CH:7]([NH:10][C:11]([c:12]2[cH:13][cH:14][cH:15][cH:16][cH:17]2)=[O:18])[CH2:8][CH2:9]1)[Cl:21]. The reactants are COC=1C=CC2=C(CCN(C(N2)=O)C2CCNCC2)C1 (7-methoxy-3-piperidin-4-yl-1,3,4,5-tetrahydro-1,3-benzodiazepin-2-one), ClC1=NC=C(C(=C1)C(=O)C1=CC2=C(N(C(O2)=O)C)C(=C1)C)C (6-(2-chloro-5-methyl-pyridine-4-carbonyl)-3,4-dimethyl-3H-benzoxazol-2-one). Run in CN(C)C=O (DMF). Run at temperature 300 celsius. Product: CN1C(OC2=C1C(=CC(=C2)C(=O)C2=CC(=NC=C2C)N2CCC(CC2)N2C(NC1=C(CC2)C=C(C=C1)OC)=O)C)=O (3-[4′-(3,4-dimethyl-2-oxo-2,3-dihydro-benzoxazole-6-carbonyl)-5′-methyl-3,4,5,6-tetrahydro-2H-[1,2′]bipyridinyl-4-yl]-7-methoxy-1,3,4,5-tetrahydro-benzo[d][1,3]diazepin-2-one). RXN SMILES: [CH3:1][O:2][C:3]1[CH:4]=[CH:5][C:6]2[NH:12][C:11](=[O:13])[N:10]([CH:14]3[CH2:19][CH2:18][NH:17][CH2:16][CH2:15]3)[CH2:9][CH2:8][C:7]=2[CH:20]=1.Cl[C:22]1[CH:27]=[C:26]([C:28]([C:30]2[CH:40]=[C:39]([CH3:41])[C:33]3[N:34]([CH3:38])[C:35](=[O:37])[O:36][C:32]=3[CH:31]=2)=[O:29])[C:25]([CH3:42])=[CH:24][N:23]=1>CN(C=O)C>[CH3:38][N:34]1[C:33]2[C:39]([CH3:41])=[CH:40][C:30]([C:28]([C:26]3[C:25]([CH3:42])=[CH:24][N:23]=[C:22]([N:17]4[CH2:18][CH2:19][CH:14]([N:10]5[CH2:9][CH2:8][C:7]6[CH:20]=[C:3]([O:2][CH3:1])[CH:4]=[CH:5][C:6]=6[NH:12][C:11]5=[O:13])[CH2:15][CH2:16]4)[CH:27]=3)=[O:29])=[CH:31][C:32]=2[O:36][C:35]1=[O:37]. Procedure details: 0.33 g (1.2 mmol) 7-methoxy-3-piperidin-4-yl-1,3,4,5-tetrahydro-1,3-benzodiazepin-2-one and 0.13 g (0.40 mmol) 6-(2-chloro-5-methyl-pyridine-4-carbonyl)-3,4-dimethyl-3H-benzoxazol-2-one (mixture) were combined and heated to 300° C. for approx. 10 min. Then the mixture was dissolved in DMF and purified by preparative HPLC-MS. The fractions containing the product were combined and the organic solvent was evaporated down. The residue was neutralised with 1N aqueous sodium hydroxide solution, the pr... Starting materials: C1CCOC1, [Li+], COC(=O)c1ccccc1COc1cccc(CC(=O)NCc2ccc(C(F)(F)F)cc2)c1, [OH-], O. The product is O=C(Cc1cccc(OCc2ccccc2C(=O)O)c1)NCc1ccc(C(F)(F)F)cc1. RXN SMILES: [CH2:36]1[O:37][CH2:38][CH2:39][CH2:40]1.[Li+:34].[O:1]=[C:2]([CH2:3][c:4]1[cH:5][c:6]([O:7][CH2:8][c:9]2[c:10]([C:11](=[O:12])[O:13][CH3:14])[cH:15][cH:16][cH:17][cH:18]2)[cH:19][cH:20][cH:21]1)[NH:22][CH2:23][c:24]1[cH:25][cH:26][c:27]([C:30]([F:31])([F:32])[F:33])[cH:28][cH:29]1.[OH-:35].[OH2:41]>>[O:1]=[C:2]([CH2:3][c:4]1[cH:5][c:6]([O:7][CH2:8][c:9]2[c:10]([C:11](=[O:12])[OH:13])[cH:15][cH:16][cH:17][cH:18]2)[cH:19][cH:20][cH:21]1)[NH:22][CH2:23][c:24]1[cH:25][cH:26][c:27]([C:30]([F:31])([F:32])[F:33])[cH:28][cH:29]1. The reactants are COC(=O)CBr, CO, CCN(C(C)C)C(C)C, C=CCOC(=O)Cl, COCOCC(N)CCC(=O)OC(C)(C)C, O. The product is C=CCOC(=O)N(CC(=O)OC)C(CCC(=O)OC(C)(C)C)COCOC. As a reaction SMILES: [Br:26][CH2:27][C:28](=[O:29])[O:30][CH3:31].[CH3:39][OH:40].[CH:17]([N:18]([CH:19]([CH3:20])[CH3:21])[CH2:22][CH3:23])([CH3:24])[CH3:25].[Cl:32][C:33](=[O:34])[O:35][CH2:36][CH:37]=[CH2:38].[NH2:1][CH:2]([CH2:3][CH2:4][C:5](=[O:6])[O:7][C:8]([CH3:9])([CH3:10])[CH3:11])[CH2:12][O:13][CH2:14][O:15][CH3:16].[OH2:41]>>[N:1]([CH:2]([CH2:3][CH2:4][C:5](=[O:6])[O:7][C:8]([CH3:9])([CH3:10])[CH3:11])[CH2:12][O:13][CH2:14][O:15][CH3:16])([CH2:27][C:28](=[O:29])[O:30][CH3:31])[C:33](=[O:34])[O:35][CH2:36][CH:37]=[CH2:38]. The reactants are CSCc1cccc2cc[nH]c12, OC(c1c(F)cc(Cl)cc1F)C1CC1, ClCCl, O=C(O)C(F)(F)F. Yields the product CSCc1cccc2c(C(c3c(F)cc(Cl)cc3F)C3CC3)c[nH]c12. RXN SMILES: [CH3:22][S:23][CH2:24][c:25]1[cH:26][cH:27][cH:28][c:29]2[cH:30][cH:31][nH:32][c:33]12.[Cl:1][c:2]1[cH:3][c:4]([F:14])[c:5]([CH:9]([OH:10])[CH:11]2[CH2:12][CH2:13]2)[c:6]([F:8])[cH:7]1.[Cl:34][CH2:35][Cl:36].[OH:15][C:16]([C:17]([F:18])([F:19])[F:20])=[O:21]>>[Cl:1][c:2]1[cH:3][c:4]([F:14])[c:5]([CH:9]([CH:11]2[CH2:12][CH2:13]2)[c:30]2[c:29]3[cH:28][cH:27][cH:26][c:25]([CH2:24][S:23][CH3:22])[c:33]3[nH:32][cH:31]2)[c:6]([F:8])[cH:7]1. Starting materials: C(CSCC(=O)OC)SCC(=O)OC (Dimethyl 2,2′-(ethane-1,2-diylbis(sulfanediyl))diacetate). Solvent: Cl (HCl). Yields the product C(CSCC(=O)O)SCC(=O)O (2,2′-(Ethane-1,2-diylbis(sulfanediyl))diacetic acid). RXN SMILES: [CH2:1]([S:9][CH2:10][C:11]([O:13]C)=[O:12])[CH2:2][S:3][CH2:4][C:5]([O:7]C)=[O:6]>Cl>[CH2:2]([S:3][CH2:4][C:5]([OH:7])=[O:6])[CH2:1][S:9][CH2:10][C:11]([OH:13])=[O:12]. Reported procedure: Dimethyl 2,2′-(ethane-1,2-diylbis(sulfanediyl))diacetate (7.00 g, 29.4 mmol) was heated to reflux for two hours in 2 N HCl (50 mL). Cooling the mixture to room temperature gave a clear solution, which was concentrated to dryness in vacuo, giving Compound 3 as a white solid, 5.98 g (96.8%). 1H NMR (400 MHz, D2O) δ 3.47 (s, 4H), 2.95 (s, 4H). 13C NMR (101 MHz, D2O) δ 174.61, 33.28, 31.39. Starting materials: N12CC(C(CC1)CC2)O (3-Quinuclidinol), FC1=C(C=CC=C1)N=C=O (2-fluorophenyl isocyanate). Yields the product N12CC(C(CC1)CC2)OC(NC2=C(C=CC=C2)F)=O (N-(2-Fluorophenyl)carbamic Acid 1-azabicyclo[2.2.2]octan-3-yl Ester). Isolated yield 79.0%. As a reaction SMILES: [N:1]12[CH2:8][CH2:7][CH:4]([CH2:5][CH2:6]1)[CH:3]([OH:9])[CH2:2]2.[F:10][C:11]1[CH:16]=[CH:15][CH:14]=[CH:13][C:12]=1[N:17]=[C:18]=[O:19]>>[N:1]12[CH2:8][CH2:7][CH:4]([CH2:5][CH2:6]1)[CH:3]([O:9][C:18](=[O:19])[NH:17][C:12]1[CH:13]=[CH:14][CH:15]=[CH:16][C:11]=1[F:10])[CH2:2]2. Procedure: 3-Quinuclidinol and 2-fluorophenyl isocyanate were used. The reaction solution was evaporated under reduced pressure, and the residual solid was recrystallized from ethyl acetate to afford the title compound (79%) as a white solid: mp 124.0-126.0° C.; FAB LRMS m /z (relatively intensity, %) 265 (MH+, 22), 110 (100).